Dataset: the Open Reaction Database (ORD), a public repository of structured organic reaction records. Task: describe an organic reaction: reactants, conditions, products, and yield Starting materials: [H-], CI, CC1(C)CN(c2ncc(I)cn2)C(=O)N1, [Na+], [Na+], O=C([O-])O, CN(C)C=O. Yields the product CN1C(=O)N(c2ncc(I)cn2)CC1(C)C. RXN SMILES: [H-:17].[I:18][CH3:19].[I:1][c:2]1[cH:3][n:4][c:5]([N:8]2[C:9](=[O:15])[NH:10][C:11]([CH3:13])([CH3:14])[CH2:12]2)[n:6][cH:7]1.[Na+:16].[Na+:24].[O-:20][C:21]([OH:22])=[O:23].[O:25]=[CH:26][N:27]([CH3:28])[CH3:29]>>[I:1][c:2]1[cH:3][n:4][c:5]([N:8]2[C:9](=[O:15])[N:10]([CH3:21])[C:11]([CH3:13])([CH3:14])[CH2:12]2)[n:6][cH:7]1.